This data is from the Open Reaction Database (ORD), a public repository of structured organic reaction records. The task is: describe an organic reaction: reactants, conditions, products, and yield The reactants are C1CCOC1, Cl, COC(=O)c1ccc2[nH]c(C3CCN(C(=O)c4ccc(-c5ccccc5)cc4)CC3)nc2c1. The product is O=C(O)c1ccc2[nH]c(C3CCN(C(=O)c4ccc(-c5ccccc5)cc4)CC3)nc2c1. As a reaction SMILES: [CH2:35]1[O:36][CH2:37][CH2:38][CH2:39]1.[ClH:34].[c:1]1(-[c:28]2[cH:29][cH:30][cH:31][cH:32][cH:33]2)[cH:2][cH:3][c:4]([C:7](=[O:8])[N:9]2[CH2:10][CH2:11][CH:12]([c:15]3[n:16][c:17]4[c:18]([nH:19]3)[cH:20][cH:21][c:22]([C:24](=[O:25])[O:26][CH3:27])[cH:23]4)[CH2:13][CH2:14]2)[cH:5][cH:6]1>>[c:1]1(-[c:28]2[cH:29][cH:30][cH:31][cH:32][cH:33]2)[cH:2][cH:3][c:4]([C:7](=[O:8])[N:9]2[CH2:10][CH2:11][CH:12]([c:15]3[n:16][c:17]4[c:18]([nH:19]3)[cH:20][cH:21][c:22]([C:24](=[O:25])[OH:26])[cH:23]4)[CH2:13][CH2:14]2)[cH:5][cH:6]1.